describe an organic reaction: reactants, conditions, products, and yield From a dataset of the Open Reaction Database (ORD), a public repository of structured organic reaction records. Reactants: S(=O)(=O)(O)[O-].[K+] (potassium hydrogen sulfate), ClC1=NC(=NC(=C1)OC)OC1=C(C(=O)OCC[Si](C)(C)C)C(=CC=C1)OC1=NC(=CC(=N1)OC)OC (Trimethylsilylethyl 2-(4 chloro 6-methoxypyrimidin-2-yl)oxy-6-(4,6-dimethoxypyrimidin-2-yl)oxybenzoate), O.O.O.[F-].C(CCC)[N+](CCCC)(CCCC)CCCC (tetrabutylammonium fluoride trihydrate), O (water), compound. Run in CN(C)C=O (DMF). Conditions: time 15 minute. The product is ClC1=NC(=NC(=C1)OC)OC1=C(C(=O)O)C(=CC=C1)OC1=NC(=CC(=N1)OC)OC (2-(4-chloro-6-methoxypyrimidin-2-yl)oxy-6-(4,6-dimethoxypyrimidin-2-yl)oxybenzoic acid). As a reaction SMILES: [Cl:1][C:2]1[CH:7]=[C:6]([O:8][CH3:9])[N:5]=[C:4]([O:10][C:11]2[CH:25]=[CH:24][CH:23]=[C:22]([O:26][C:27]3[N:32]=[C:31]([O:33][CH3:34])[CH:30]=[C:29]([O:35][CH3:36])[N:28]=3)[C:12]=2[C:13]([O:15]CC[Si](C)(C)C)=[O:14])[N:3]=1.O.O.O.[F-].C([N+](CCCC)(CCCC)CCCC)CCC.O.S([O-])(O)(=O)=O.[K+]>CN(C=O)C>[Cl:1][C:2]1[CH:7]=[C:6]([O:8][CH3:9])[N:5]=[C:4]([O:10][C:11]2[CH:25]=[CH:24][CH:23]=[C:22]([O:26][C:27]3[N:28]=[C:29]([O:35][CH3:36])[CH:30]=[C:31]([O:33][CH3:34])[N:32]=3)[C:12]=2[C:13]([OH:15])=[O:14])[N:3]=1 |f:1.2.3.4.5,7.8|. Procedure details: Trimethylsilylethyl 2-(4 chloro 6-methoxypyrimidin-2-yl)oxy-6-(4,6-dimethoxypyrimidin-2-yl)oxybenzoate (4.0 g) was dissolved in 30 ml of DMF. To this solution, tetrabutylammonium fluoride trihydrate (5.9 g) was added, and the mixture was stirred at room temperature for 15 minutes. After completion of the reaction, water and a small amount of an aqueous potassium hydrogen sulfate solution were added thereto, and the mixture was extracted with ethyl acetate. The organic layer was washed with a sat... Reactants: [BH4-], CO, Cl, CC(=O)COc1cnc(F)cc1I, [Na+], O. Yields the product CC(O)COc1cnc(F)cc1I. Reaction SMILES: [BH4-:1].[CH3:18][OH:19].[ClH:16].[F:3][c:4]1[cH:5][c:6]([I:15])[c:7]([O:10][CH2:11][C:12]([CH3:13])=[O:14])[cH:8][n:9]1.[Na+:2].[OH2:17]>>[F:3][c:4]1[cH:5][c:6]([I:15])[c:7]([O:10][CH2:11][CH:12]([CH3:13])[OH:14])[cH:8][n:9]1. Reactants: Cl, Cc1c(N)cc(C(N)=O)c2nc[nH]c12, [NH4+], CN(C)C=O, [OH-], O, O=P(Cl)(Cl)Cl. Product: Cc1c(N)cc(C#N)c2nc[nH]c12. RXN SMILES: [ClH:15].[NH2:1][c:2]1[cH:3][c:4]([C:12](=[O:13])[NH2:14])[c:5]2[c:6]([nH:7][cH:8][n:9]2)[c:10]1[CH3:11].[NH4+:22].[O:24]=[CH:25][N:26]([CH3:27])[CH3:28].[OH-:21].[OH2:23].[P:16]([Cl:17])([Cl:18])([Cl:19])=[O:20]>>[NH2:1][c:2]1[cH:3][c:4]([C:12]#[N:14])[c:5]2[c:6]([nH:7][cH:8][n:9]2)[c:10]1[CH3:11]. The reactants are ClCCl, COC(Cl)Cl, [Cl-], [Cl-], [Cl-], [Cl-], COc1ccc([N+](=O)[O-])cc1, O, [Ti+4]. Yields the product COc1ccc([N+](=O)[O-])cc1C=O. RXN SMILES: [CH2:12]([Cl:13])[Cl:14].[CH3:15][O:16][CH:17]([Cl:18])[Cl:19].[Cl-:21].[Cl-:22].[Cl-:23].[Cl-:24].[N+:1](=[O:2])([O-:3])[c:4]1[cH:5][cH:6][c:7]([O:10][CH3:11])[cH:8][cH:9]1.[OH2:20].[Ti+4:25]>>[N+:1](=[O:2])([O-:3])[c:4]1[cH:5][cH:6][c:7]([O:10][CH3:11])[c:8]([CH:15]=[O:16])[cH:9]1. The reactants are ClC1=C(C=CC=C1)[C@@H](C)OC(NC=1C(=NOC1C)C1=CC=C(C=C1)Br)=O ([3-(4-bromo-phenyl)-5-methyl-isoxazol-4-yl]-carbamic acid (R)-1-(2-chloro-phenyl)-ethyl ester), C(C)OC(=O)CC1=CC=C(C=C1)B(O)O ((4-ethoxycarbonylmethylphenyl)boronic acid), pinacol ester. Product: ClC1=C(C=CC=C1)[C@@H](C)OC(=O)NC=1C(=NOC1C)C1=CC=C(C=C1)C1=CC=C(C=C1)CC(=O)O ((4′-{4-[(R)-1-(2-Chloro-phenyl)-ethoxycarbonylamino]-5-methyl-isoxazol-3-yl}-biphenyl-4-yl)-acetic acid). As a reaction SMILES: [Cl:1][C:2]1[CH:7]=[CH:6][CH:5]=[CH:4][C:3]=1[C@H:8]([O:10][C:11](=[O:26])[NH:12][C:13]1[C:14]([C:19]2[CH:24]=[CH:23][C:22](Br)=[CH:21][CH:20]=2)=[N:15][O:16][C:17]=1[CH3:18])[CH3:9].C([O:29][C:30]([CH2:32][C:33]1[CH:38]=[CH:37][C:36](B(O)O)=[CH:35][CH:34]=1)=[O:31])C>>[Cl:1][C:2]1[CH:7]=[CH:6][CH:5]=[CH:4][C:3]=1[C@H:8]([O:10][C:11]([NH:12][C:13]1[C:14]([C:19]2[CH:24]=[CH:23][C:22]([C:36]3[CH:37]=[CH:38][C:33]([CH2:32][C:30]([OH:31])=[O:29])=[CH:34][CH:35]=3)=[CH:21][CH:20]=2)=[N:15][O:16][C:17]=1[CH3:18])=[O:26])[CH3:9]. Procedure: Prepared according to the procedure described in Example 1, Step 3 using the following starting materials: [3-(4-bromo-phenyl)-5-methyl-isoxazol-4-yl]-carbamic acid (R)-1-(2-chloro-phenyl)-ethyl ester and (4-ethoxycarbonylmethylphenyl)boronic acid, pinacol ester. Mass spectometric data [M+H]=491. Starting materials: C(Cl)Cl (methylene chloride), CSCS(=O)C (methyl methylthiomethyl sulfoxide), COC(CCC#N)OC (4,4-dimethoxybutyronitrile), [H-].[Na+] (sodium hydride). Run in O (water), C1CCOC1 (THF). Conditions: temperature 0 celsius, time 50 minute. Product: CS(=O)C(=C(CCC(OC)OC)N)SC (1-methylsulfinyl-1-methylthio-2-amino-5,5-dimethoxy-1-pentene). Yield: 76.5%. RXN SMILES: [CH3:1][S:2][CH2:3][S:4]([CH3:6])=[O:5].[H-].[Na+].[CH3:9][O:10][CH:11]([O:16][CH3:17])[CH2:12][CH2:13][C:14]#[N:15].C(Cl)Cl>C1COCC1.O>[CH3:6][S:4]([C:3]([S:2][CH3:1])=[C:14]([NH2:15])[CH2:13][CH2:12][CH:11]([O:16][CH3:17])[O:10][CH3:9])=[O:5] |f:1.2|. Procedure: 2.370 Grams of methyl methylthiomethyl sulfoxide was dissolved in 20 ml of anhydrous THF, and to which 475 mg of sodium hydride was added under cooling with ice, followed by 50 minutes' stirring at 0° C. and additional 50 minutes' stirring at room temperature. Again ice-cooling the system 3.73 ml of 4,4-dimethoxybutyronitrile was added dropwise, followed by 18 hours' stirring and further 23 hours' stirring at 50° - 55° C. The reaction liquid was again cooled with ice while 30 ml of methylene chl... Reactants: O=C(n1ccnc1)n1ccnc1, CN(C)C=O, NS(=O)(=O)C1CC1, CC1(C)Cc2c(C(=O)O)ccc(F)c2NC1c1cccc(N2CCOCC2)c1, [H-], [Na+]. Product: CC1(C)Cc2c(C(=O)NS(=O)(=O)C3CC3)ccc(F)c2NC1c1cccc(N2CCOCC2)c1. Reaction SMILES: [C:38]([n:39]1[cH:40][cH:41][n:42][cH:43]1)([n:44]1[cH:45][cH:46][n:47][cH:48]1)=[O:49].[CH3:50][N:51]([CH3:52])[CH:53]=[O:54].[CH:3]1([S:6](=[O:7])(=[O:8])[NH2:9])[CH2:4][CH2:5]1.[F:10][c:11]1[cH:12][cH:13][c:14]([C:35](=[O:36])[OH:37])[c:15]2[c:20]1[NH:19][CH:18]([c:21]1[cH:22][c:23]([N:27]3[CH2:28][CH2:29][O:30][CH2:31][CH2:32]3)[cH:24][cH:25][cH:26]1)[C:17]([CH3:33])([CH3:34])[CH2:16]2.[H-:1].[Na+:2]>>[CH:3]1([S:6](=[O:7])(=[O:8])[NH:9][C:35]([c:14]2[cH:13][cH:12][c:11]([F:10])[c:20]3[c:15]2[CH2:16][C:17]([CH3:33])([CH3:34])[CH:18]([c:21]2[cH:22][c:23]([N:27]4[CH2:28][CH2:29][O:30][CH2:31][CH2:32]4)[cH:24][cH:25][cH:26]2)[NH:19]3)=[O:36])[CH2:4][CH2:5]1. Conditions: time 3 hour. The solvent is CN(C)C=O (DMF). Reactants: N1=CC=C(C=C1)C1=NC2=C(N1)C=CC=C2C(=O)O (2-(Pyrid-4-yl)-1H-benzimidazole-4-carboxylic acid), H-(L)-leucine methyl ester, [B-](F)(F)(F)F.CCOC(=O)C(=NOC(=[N+](C)C)N(C)C)C#N (TOTU), C(C)(C)N(CC)C(C)C (diisopropylethylamine). Procedure details: 120 mg (0.5 mmol) of 2-(pyrid-4-yl)-1H-benzimidazole-4-carboxylic acid (1d) and 84 mg (0.5 mmol) of H-(L)-leucine methyl ester were dissolved in 5 ml of DMF. 164 mg (0.5 mmol) of TOTU and 0.086 ml of diisopropylethylamine were added and the mixture was stirred at RT for 3 h. The precipitate was filtered off and the filtrate was concentrated. The residue was dissolved in ethyl acetate, the solution was washed with water, and the organic phase was dried using anhydrous sodium sulfate and concentra... Yields the product COC([C@@H](NC(=O)C1=CC=CC=2NC(=NC21)C2=CC=NC=C2)CC(C)C)=O ((2-(Pyrid-4-yl)-1H-benzimidazole-4-carbonyl)-(L)-leucine methyl ester). As a reaction SMILES: [N:1]1[CH:6]=[CH:5][C:4]([C:7]2[NH:11][C:10]3[CH:12]=[CH:13][CH:14]=[C:15]([C:16]([OH:18])=O)[C:9]=3[N:8]=2)=[CH:3][CH:2]=1.[B-](F)(F)(F)F.C[CH2:25][O:26][C:27]([C:29]([C:39]#N)=[N:30]OC(N(C)C)=[N+](C)C)=[O:28].[CH:41](N(C(C)C)CC)([CH3:43])[CH3:42]>CN(C=O)C>[CH3:25][O:26][C:27](=[O:28])[C@H:29]([CH2:39][CH:41]([CH3:43])[CH3:42])[NH:30][C:16]([C:15]1[C:9]2[N:8]=[C:7]([C:4]3[CH:3]=[CH:2][N:1]=[CH:6][CH:5]=3)[NH:11][C:10]=2[CH:12]=[CH:13][CH:14]=1)=[O:18] |f:1.2|. The reactants are O=C1NC(=O)c2ccccc21, ICCC1(c2ccccc2)COCc2ccccc21, [K], CN(C)C=O. The product is O=C1c2ccccc2C(=O)N1CCC1(c2ccccc2)COCc2ccccc21. RXN SMILES: [C:20]1(=[O:30])[c:21]2[c:22]([cH:26][cH:27][cH:28][cH:29]2)[C:23](=[O:25])[NH:24]1.[I:1][CH2:2][CH2:3][C:4]1([c:14]2[cH:15][cH:16][cH:17][cH:18][cH:19]2)[CH2:5][O:6][CH2:7][c:8]2[cH:9][cH:10][cH:11][cH:12][c:13]21.[K:31].[O:32]=[CH:33][N:34]([CH3:35])[CH3:36]>>[CH2:2]([CH2:3][C:4]1([c:14]2[cH:15][cH:16][cH:17][cH:18][cH:19]2)[CH2:5][O:6][CH2:7][c:8]2[cH:9][cH:10][cH:11][cH:12][c:13]21)[N:24]1[C:20](=[O:30])[c:21]2[c:22]([cH:26][cH:27][cH:28][cH:29]2)[C:23]1=[O:25]. Reactants: CCOCC, ClCCl, OCc1ccc(Cl)nc1Cl. Product: O=Cc1ccc(Cl)nc1Cl. RXN SMILES: [CH3:11][CH2:12][O:13][CH2:14][CH3:15].[Cl:16][CH2:17][Cl:18].[Cl:1][c:2]1[n:3][c:4]([Cl:10])[cH:5][cH:6][c:7]1[CH2:8][OH:9]>>[Cl:1][c:2]1[n:3][c:4]([Cl:10])[cH:5][cH:6][c:7]1[CH:8]=[O:9].